Dataset: the Open Reaction Database (ORD), a public repository of structured organic reaction records. Task: describe an organic reaction: reactants, conditions, products, and yield The reactants are Br, N#Cc1ccnc(-c2csc(N=C(N)N)n2)c1, CO, [Na+], C1CCOC1, [OH-]. The product is NC(=O)c1ccnc(-c2csc(N=C(N)N)n2)c1. RXN SMILES: [BrH:3].[C:4](#[N:5])[c:6]1[cH:7][c:8](-[c:12]2[n:13][c:14]([N:17]=[C:18]([NH2:19])[NH2:20])[s:15][cH:16]2)[n:9][cH:10][cH:11]1.[CH3:21][OH:22].[Na+:2].[O:23]1[CH2:24][CH2:25][CH2:26][CH2:27]1.[OH-:1]>>[O:1]=[C:4]([NH2:5])[c:6]1[cH:7][c:8](-[c:12]2[n:13][c:14]([N:17]=[C:18]([NH2:19])[NH2:20])[s:15][cH:16]2)[n:9][cH:10][cH:11]1. The reactants are ClC1=C(C#N)C=CC(=C1)OC1=CC=C(C=C1)C=O (2-chloro-4-(4-formylphenoxy)benzonitrile), C(=O)([O-])[O-].[K+].[K+] (K2CO3), OO (H2O2), O (H2O). The solvent is CS(=O)C (DMSO). Reaction conditions: time 12 hour. The product is ClC1=C(C(=O)N)C=CC(=C1)OC1=CC=C(C=C1)C=O (2-Chloro-4-(4-formyl-phenoxy)-benzamide). The yield is 99.0%. RXN SMILES: [Cl:1][C:2]1[CH:9]=[C:8]([O:10][C:11]2[CH:16]=[CH:15][C:14]([CH:17]=[O:18])=[CH:13][CH:12]=2)[CH:7]=[CH:6][C:3]=1[C:4]#[N:5].C([O-])([O-])=[O:20].[K+].[K+].OO.O>CS(C)=O>[Cl:1][C:2]1[CH:9]=[C:8]([O:10][C:11]2[CH:16]=[CH:15][C:14]([CH:17]=[O:18])=[CH:13][CH:12]=2)[CH:7]=[CH:6][C:3]=1[C:4]([NH2:5])=[O:20] |f:1.2.3|. Procedure: A solution of 2-chloro-4-(4-formylphenoxy)benzonitrile (1.0 equiv) in DMSO (0.2 M solution) was treated with K2CO3 (0.5 equiv) and 33% H2O2. After 12 h, the reaction mixture was poured into H2O and extracted with ethyl acetate. The combined organic layers were washed twice with water and brine. After drying the extracts over magnesium sulfate and evaporation under vacuum, the crude product was purified by silica gel chromatography using the aprropriate eluent (typically mixtures of hexanes/ethyl...